Dataset: the Open Reaction Database (ORD), a public repository of structured organic reaction records. Task: describe an organic reaction: reactants, conditions, products, and yield Reactants: CN(C)C=O, c1c[nH]c(C2CCCCC2)n1, O=[N+]([O-])c1cc(Cl)cnc1Cl, [I-], [Na+], O. Product: O=[N+]([O-])c1cc(Cl)cnc1-n1ccnc1C1CCCCC1. As a reaction SMILES: [CH3:25][N:26]([CH3:27])[CH:28]=[O:29].[CH:12]1([c:18]2[nH:19][cH:20][cH:21][n:22]2)[CH2:13][CH2:14][CH2:15][CH2:16][CH2:17]1.[Cl:1][c:2]1[n:3][cH:4][c:5]([Cl:11])[cH:6][c:7]1[N+:8](=[O:9])[O-:10].[I-:24].[Na+:23].[OH2:30]>>[c:2]1(-[n:19]2[c:18]([CH:12]3[CH2:13][CH2:14][CH2:15][CH2:16][CH2:17]3)[n:22][cH:21][cH:20]2)[n:3][cH:4][c:5]([Cl:11])[cH:6][c:7]1[N+:8](=[O:9])[O-:10]. Starting materials: CCC1CC(O)CC1C(=O)O, CCOC(=O)C1CC(O)CC1CC, [Na+], [OH-]. The product is CCC1CC(O)CC1C(=O)O. Reaction SMILES: [CH2:16]([CH:17]1[CH2:18][CH:19]([OH:20])[CH2:21][CH:22]1[C:23]([OH:24])=[O:25])[CH3:26].[CH2:3]([CH3:4])[CH:5]1[CH:6]([C:11](=[O:12])[O:13][CH2:14][CH3:15])[CH2:7][CH:8]([OH:10])[CH2:9]1.[Na+:2].[OH-:1]>>[CH2:3]([CH3:4])[CH:5]1[CH:6]([C:11](=[O:12])[OH:13])[CH2:7][CH:8]([OH:10])[CH2:9]1. Reactants: C1(=CC=CC=C1)C1OC2=CC=C(C=C2C(C1)O)O (2-phenylchroman-4,6-diol), OC=1C=C2C(CC(OC2=CC1)C1=C(C=CC=C1)[N+](=O)[O-])=O (6-hydroxy-2-(2-nitrophenyl)-chroman-4-one). Yields the product [N+](=O)([O-])C1=C(C=CC=C1)C1OC2=CC=C(C=C2C(C1)O)O (2-(2-Nitrophenyl)chroman-4,6-diol). RXN SMILES: C1(C2CC(O)C3C(=CC=C(O)C=3)O2)C=CC=CC=1.[OH:19][C:20]1[CH:21]=[C:22]2[C:27](=[CH:28][CH:29]=1)[O:26][CH:25]([C:30]1[CH:35]=[CH:34][CH:33]=[CH:32][C:31]=1[N+:36]([O-:38])=[O:37])[CH2:24][C:23]2=[O:39]>>[N+:36]([C:31]1[CH:32]=[CH:33][CH:34]=[CH:35][C:30]=1[CH:25]1[CH2:24][CH:23]([OH:39])[C:22]2[C:27](=[CH:28][CH:29]=[C:20]([OH:19])[CH:21]=2)[O:26]1)([O-:38])=[O:37]. Procedure: 2-(2-Nitrophenyl)chroman-4,6-diol was prepared as described for 2-phenylchroman-4,6-diol in Example 8(a) starting from 6-hydroxy-2-(2-nitrophenyl)-chroman-4-one. 1H NMR (300 MHz, d6-DMSO) δ: 8.87 (s, 1H), 7.99-8.02 (m, 1H), 7.77-7.86 (m, 2H), 7.59-7.64 (m, 1H), 6.89 (d, 1H, J 2.4 Hz), 6.56-6.57 (m, 2H), 5.51-5.55 (m, 2H), 4.85-4.92 (m, 1H), 2.42-2.47 (m, 1H), 1.85-1.96 (m, 1H). The reactants are Cn1c(N2CCNCC2)cc(=O)n(C)c1=O, CCO, O=c1cc(-c2ccccc2)oc2cccc(OCC3CO3)c12. The product is Cn1c(N2CCN(CC(O)COc3cccc4oc(-c5ccccc5)cc(=O)c34)CC2)cc(=O)n(C)c1=O. RXN SMILES: [CH3:23][n:24]1[c:25](=[O:38])[n:26]([CH3:37])[c:27](=[O:36])[cH:28][c:29]1[N:30]1[CH2:31][CH2:32][NH:33][CH2:34][CH2:35]1.[CH3:39][CH2:40][OH:41].[c:1]1(-[c:7]2[o:8][c:9]3[c:10]([c:11](=[O:13])[cH:12]2)[c:14]([O:18][CH2:19][CH:20]2[CH2:21][O:22]2)[cH:15][cH:16][cH:17]3)[cH:2][cH:3][cH:4][cH:5][cH:6]1>>[c:1]1(-[c:7]2[o:8][c:9]3[c:10]([c:11](=[O:13])[cH:12]2)[c:14]([O:18][CH2:19][CH:20]([CH2:21][N:33]2[CH2:32][CH2:31][N:30]([c:29]4[n:24]([CH3:23])[c:25](=[O:38])[n:26]([CH3:37])[c:27](=[O:36])[cH:28]4)[CH2:35][CH2:34]2)[OH:22])[cH:15][cH:16][cH:17]3)[cH:2][cH:3][cH:4][cH:5][cH:6]1. The reactants are CN(C)P(=O)(N(C)C)N(C)C, O=C(O)c1ccc(NCCCCCCCCC2CCCCC2)cc1, OCC(O)CI, [Na+], [OH-], O. Yields the product O=C(OCC(O)CO)c1ccc(NCCCCCCCCC2CCCCC2)cc1. RXN SMILES: [CH3:33][N:34]([P:35]([N:36]([CH3:37])[CH3:38])([N:39]([CH3:40])[CH3:41])=[O:42])[CH3:43].[CH:1]1([CH2:7][CH2:8][CH2:9][CH2:10][CH2:11][CH2:12][CH2:13][CH2:14][NH:15][c:16]2[cH:17][cH:18][c:19]([C:20](=[O:21])[OH:22])[cH:23][cH:24]2)[CH2:2][CH2:3][CH2:4][CH2:5][CH2:6]1.[I:27][CH2:28][CH:29]([CH2:30][OH:31])[OH:32].[Na+:26].[OH-:25].[OH2:44]>>[CH:1]1([CH2:7][CH2:8][CH2:9][CH2:10][CH2:11][CH2:12][CH2:13][CH2:14][NH:15][c:16]2[cH:17][cH:18][c:19]([C:20](=[O:21])[O:22][CH2:28][CH:29]([CH2:30][OH:31])[OH:32])[cH:23][cH:24]2)[CH2:2][CH2:3][CH2:4][CH2:5][CH2:6]1. Reactants: C([O-])(O)=O.[Na+] (sodium bicarbonate), C([O-])(O)=O.[Na+] (sodium bicarbonate), CS(=O)(=O)Cl (methane sulfonyl chloride), [N+]1(=CC=CC=2CCCCC12)[O-] (5,6,7,8-tetrahydroquinoline-N-oxide). Solvent: saturated solution. Reaction conditions: temperature 20 celsius. Yields the product ClC1CCCC=2C=CC=NC12 (8-chloro-5,6,7,8-tetrahydroquinoline). Reaction SMILES: CS([Cl:5])(=O)=O.[N+:6]1([O-])[C:15]2[CH2:14][CH2:13][CH2:12][CH2:11][C:10]=2[CH:9]=[CH:8][CH:7]=1.C(=O)(O)[O-].[Na+]>>[Cl:5][CH:14]1[C:15]2[N:6]=[CH:7][CH:8]=[CH:9][C:10]=2[CH2:11][CH2:12][CH2:13]1 |f:2.3|. Procedure: At ambient temperature, 3 ml of methane sulfonyl chloride were added slowly to 1.49 g of 5,6,7,8-tetrahydroquinoline-N-oxide with stirring under an insert atmosphere. The mixture was heated for 4 hours at 80° to 82° C., then cooled to 20° C. and poured into 20 ml of a saturated solution of sodium bicarbonate. Then, sodium bicarbonate was added until an alkaline pH was obtained and after extracting with methylene chloride, washing with water, drying the re-united organic solutions and distillatio... Reactants: OC=1C=C(C=CC1)C(C)=O (3-hydroxyphenylethanone), chromic sulfate hydrate, O.C(C)O (water ethanol), OC(C(=O)C1=CC(=CC=C1)O)C1=CC(=CC=C1)O (2-Hydroxy-1,2-bis(3-hydroxyphenyl)ethanone). The product is OC=1C=C(C=CC1)C(CC1=CC(=CC=C1)O)=O (1,2,Bis(3-hydroxyphenyl)ethanone). Run in O (water). Procedure details: 2-Hydroxy-1,2-bis(3-hydroxyphenyl)ethanone was reduced by the procedure of M. Pisova and M. Soncek [Coll. Czech, Chem. Comm., 38, 3876 (1973)]. A mixture of 2-hydroxy-1,2-bis(3-hydroxyphenylethanone (18 g.) chromic sulfate hydrate (20.9% Cr; 60 g.), zinc dust (49 g.) and water-ethanol (1:1, 1 liter) was stirred under an atmosphere of nitrogen for 11 hours. The mixture was diluted with water and extracted with three portions of ethyl acetate. The organic solution was washed with saturated brine s... Conditions: time 11 hour. Reaction SMILES: O[CH:2]([C:12]1[CH:17]=[CH:16][CH:15]=[C:14]([OH:18])[CH:13]=1)[C:3]([C:5]1[CH:10]=[CH:9][CH:8]=[C:7]([OH:11])[CH:6]=1)=[O:4].OC1C=C(C(=O)C)C=CC=1.O.C(O)C>O.[Zn]>[OH:11][C:7]1[CH:6]=[C:5]([C:3](=[O:4])[CH2:2][C:12]2[CH:17]=[CH:16][CH:15]=[C:14]([OH:18])[CH:13]=2)[CH:10]=[CH:9][CH:8]=1 |f:2.3|. The reagents and catalysts are [Zn] (zinc). Reported procedure: 0.85 g of imidazo-[1,2-a]-quinoline-2-carboxylic acid was dissolved in 25 ml of dry DMF and then 0.72 g of carbonyl diimidazole was added with stirring. The temperature was raised to 80° C. for 15 minutes and 0.57 g of (2-hydroxyethyl) piperidine was then added. The mixture was stirred at 100° C. for 3 hours and was cooled to room temperature and filtered. Then, 50 ml of water were added dropwise to the filtrate and the precipitate was filtered off, washed with water and dried under vacuum. This... The product is O.C1=C(N=C2N1C1=CC=CC=C1C=C2)C(=O)OCCN2CCCCC2.N2(CCCCC2)CCOC(=O)C=2N=C1N(C3=CC=CC=C3C=C1)C2 (2-piperidinoethyl imidazo-[1,2-a]-quinoline-2-carboxylate hemihydrate). RXN SMILES: [CH:1]1[N:5]2[C:6]3[C:11]([CH:12]=[CH:13][C:4]2=[N:3][C:2]=1[C:14]([OH:16])=[O:15])=[CH:10][CH:9]=[CH:8][CH:7]=3.C(C1NC=CN=1)(C1NC=CN=1)=O.[OH:29][CH2:30][CH2:31][N:32]1[CH2:37][CH2:36][CH2:35][CH2:34][CH2:33]1>CN(C=O)C>[OH2:15].[CH:1]1[N:5]2[C:6]3[C:11]([CH:12]=[CH:13][C:4]2=[N:3][C:2]=1[C:14]([O:16][CH2:30][CH2:31][N:32]1[CH2:37][CH2:36][CH2:35][CH2:34][CH2:33]1)=[O:15])=[CH:10][CH:9]=[CH:8][CH:7]=3.[N:32]1([CH2:31][CH2:30][O:29][C:14]([C:2]2[N:3]=[C:4]3[CH:13]=[CH:12][C:11]4[C:6](=[CH:7][CH:8]=[CH:9][CH:10]=4)[N:5]3[CH:1]=2)=[O:15])[CH2:37][CH2:36][CH2:35][CH2:34][CH2:33]1 |f:4.5.6|. Run at temperature 80 celsius. The solvent is CN(C)C=O (DMF). Starting materials: C(=O)(C=1NC=CN1)C=1NC=CN1 (carbonyl diimidazole), C1=C(N=C2N1C1=CC=CC=C1C=C2)C(=O)O (imidazo-[1,2-a]-quinoline-2-carboxylic acid), OCCN1CCCCC1 ((2-hydroxyethyl) piperidine).